From a dataset of the Open Reaction Database (ORD), a public repository of structured organic reaction records. describe an organic reaction: reactants, conditions, products, and yield The reactants are ClB(Cl)Cl, ClCCl, CC(C)Oc1c(Cl)cc(Cl)c2ccc(-c3ccccn3)nc12. The product is Oc1c(Cl)cc(Cl)c2ccc(-c3ccccn3)nc12. As a reaction SMILES: [B:1]([Cl:2])([Cl:3])[Cl:4].[Cl:27][CH2:28][Cl:29].[Cl:5][c:6]1[c:7]2[cH:8][cH:9][c:10](-[c:21]3[n:22][cH:23][cH:24][cH:25][cH:26]3)[n:11][c:12]2[c:13]([O:17][CH:18]([CH3:19])[CH3:20])[c:14]([Cl:16])[cH:15]1>>[Cl:5][c:6]1[c:7]2[cH:8][cH:9][c:10](-[c:21]3[n:22][cH:23][cH:24][cH:25][cH:26]3)[n:11][c:12]2[c:13]([OH:17])[c:14]([Cl:16])[cH:15]1. Starting materials: O (water), OC1=C(C=C(C=C1)C=1SC(=C(N1)C)C(=O)OCC)[N+](=O)[O-] (Ethyl 2-(4-hydroxy-3-nitrophenyl)-4-methyl-5-thiazolecarboxylate), ( 1 ), C([O-])([O-])=O.[K+].[K+] (potassium carbonate), C(C)(C)Br (isopropyl bromide). Solvent: CN(C=O)C (N,N-dimethylformamide). Run at temperature 70 celsius. Product: C(C)(C)OC1=C(C=C(C=C1)C=1SC(=C(N1)C)C(=O)OCC)[N+](=O)[O-] (ethyl 2-(4-isopropoxy-3-nitrophenyl)-4-methyl-5-thiazolecarboxylate). Yield: 75.7%. Reaction SMILES: [OH:1][C:2]1[CH:7]=[CH:6][C:5]([C:8]2[S:9][C:10]([C:14]([O:16][CH2:17][CH3:18])=[O:15])=[C:11]([CH3:13])[N:12]=2)=[CH:4][C:3]=1[N+:19]([O-:21])=[O:20].C(=O)([O-])[O-].[K+].[K+].[CH:28](Br)([CH3:30])[CH3:29].O>CN(C)C=O>[CH:28]([O:1][C:2]1[CH:7]=[CH:6][C:5]([C:8]2[S:9][C:10]([C:14]([O:16][CH2:17][CH3:18])=[O:15])=[C:11]([CH3:13])[N:12]=2)=[CH:4][C:3]=1[N+:19]([O-:21])=[O:20])([CH3:30])[CH3:29] |f:1.2.3|. Procedure details: 200 mg of Ethyl 2-(4-hydroxy-3-nitrophenyl)-4-methyl-5-thiazolecarboxylate prepared in (1) was dissolved in 3 ml of N,N-dimethylformamide, 540 mg of anhydrous potassium carbonate and 440 mg of isopropyl bromide were added thereto, and the mixture was heated at 70° C. for 18 hours. After the reaction mixture was cooled, 20 ml of water was added thereto. The mixture was extracted twice with 30 ml of ethyl acetate. The organic layer was washed with a saturated aqueous sodium chloride solution, and ... The reactants are CCOC(=O)c1cc2c(C)ccc([N+](=O)[O-])c2[nH]1, CN(C)C=O, COCCl, CCOC(C)=O, [H-], [Na+], C1CCOC1. Yields the product CCOC(=O)c1cc2c(C)ccc([N+](=O)[O-])c2n1COC. As a reaction SMILES: [CH3:1][c:2]1[c:3]2[cH:4][c:5]([C:14](=[O:15])[O:16][CH2:17][CH3:18])[nH:6][c:7]2[c:8]([N+:11](=[O:12])[O-:13])[cH:9][cH:10]1.[CH3:21][N:22]([CH3:23])[CH:24]=[O:25].[CH3:26][O:27][CH2:28][Cl:29].[CH3:35][CH2:36][O:37][C:38](=[O:39])[CH3:40].[H-:19].[Na+:20].[O:30]1[CH2:31][CH2:32][CH2:33][CH2:34]1>>[CH3:1][c:2]1[c:3]2[cH:4][c:5]([C:14](=[O:15])[O:16][CH2:17][CH3:18])[n:6]([CH2:28][O:27][CH3:26])[c:7]2[c:8]([N+:11](=[O:12])[O-:13])[cH:9][cH:10]1. The reactants are FC(C=1C=C(C=C(C1)C(F)(F)F)C(C(=O)N(C=1C(=CC(=NC1)[C@H]1CC[C@@](N1)(C(=O)N)C)C1=C(C=C(C=C1)F)C)C)(C)C)(F)F ((5R)-5-[5-[{2-[3,5-bis(trifluoromethyl)phenyl]-2-methylpropanoyl}(methyl)amino]-4-(4-fluoro-2-methylphenyl)-2-pyridinyl]-2-methyl-D-prolinamide), C(CC(O)(C(=O)O)CC(=O)O)(=O)O (citric acid). The solvent is C1(=CC=CC=C1)C (toluene). Conditions: time 2.5 day. The product is C(CC(O)(C(=O)O)CC(=O)O)(=O)O.FC(C=1C=C(C=C(C1)C(F)(F)F)C(C(=O)N(C=1C(=CC(=NC1)[C@H]1CC[C@@](N1)(C(=O)N)C)C1=C(C=C(C=C1)F)C)C)(C)C)(F)F ((5R)-5-[5-[{2-[3,5-bis(trifluoromethyl)phenyl]-2-methylpropanoyl}(methyl)amino]-4-(4-fluoro-2-methylphenyl)-2-pyridinyl]-2-methyl-D-prolinamide citrate). RXN SMILES: [F:1][C:2]([F:44])([F:43])[C:3]1[CH:4]=[C:5]([C:13]([CH3:42])([CH3:41])[C:14]([N:16]([CH3:40])[C:17]2[C:18]([C:32]3[CH:37]=[CH:36][C:35]([F:38])=[CH:34][C:33]=3[CH3:39])=[CH:19][C:20]([C@@H:23]3[NH:27][C@@:26]([CH3:31])([C:28]([NH2:30])=[O:29])[CH2:25][CH2:24]3)=[N:21][CH:22]=2)=[O:15])[CH:6]=[C:7]([C:9]([F:12])([F:11])[F:10])[CH:8]=1.[C:45]([OH:57])(=[O:56])[CH2:46][C:47]([CH2:52][C:53]([OH:55])=[O:54])([C:49]([OH:51])=[O:50])[OH:48]>C1(C)C=CC=CC=1>[C:45]([OH:57])(=[O:56])[CH2:46][C:47]([CH2:52][C:53]([OH:55])=[O:54])([C:49]([OH:51])=[O:50])[OH:48].[F:44][C:2]([F:1])([F:43])[C:3]1[CH:4]=[C:5]([C:13]([CH3:41])([CH3:42])[C:14]([N:16]([CH3:40])[C:17]2[C:18]([C:32]3[CH:37]=[CH:36][C:35]([F:38])=[CH:34][C:33]=3[CH3:39])=[CH:19][C:20]([C@@H:23]3[NH:27][C@@:26]([CH3:31])([C:28]([NH2:30])=[O:29])[CH2:25][CH2:24]3)=[N:21][CH:22]=2)=[O:15])[CH:6]=[C:7]([C:9]([F:10])([F:11])[F:12])[CH:8]=1 |f:3.4|. Procedure: 25 mg of (5R)-5-[5-[{2-[3,5-bis(trifluoromethyl)phenyl]-2-methylpropanoyl}(methyl)amino]-4-(4-fluoro-2-methylphenyl)-2-pyridinyl]-2-methyl-D-prolinamide (Example 1) were dispensed into a HPLC vial followed by 7.6 mg (1 eq) citric acid. 250 μL of toluene were then dispensed on to the solid and the reaction was set to temperature cycle (0-40° C.) whilst stirring at 500 rpm. After 2.5 days, the solid was isolated by filtration at ambient. Onset melt ca. 90° C. by DSC followed by decomposition. Reactants: Cl.ClC1=CC=C(C=C1)C1CNCC2=CC(=CC=C12)OC (rac.- 4-(4-chlorophenyl)-1,2,3,4-tetrahydro-7-methoxyisoquinoline hydrochloride), C=O (formaldehyde). Conditions: time 2 hour. The product is Cl.ClC1=CC=C(C=C1)C1CN(CC2=CC(=CC=C12)OC)C (rac.-4-(4-chlorophenyl)-1,2,3,4-tetrahydro-7-methoxy-2-methylisoquinoline hydrochloride). RXN SMILES: Cl.[Cl:2][C:3]1[CH:8]=[CH:7][C:6]([CH:9]2[C:18]3[C:13](=[CH:14][C:15]([O:19][CH3:20])=[CH:16][CH:17]=3)[CH2:12][NH:11][CH2:10]2)=[CH:5][CH:4]=1.[CH2:21]=O>>[ClH:2].[Cl:2][C:3]1[CH:4]=[CH:5][C:6]([CH:9]2[C:18]3[C:13](=[CH:14][C:15]([O:19][CH3:20])=[CH:16][CH:17]=3)[CH2:12][N:11]([CH3:21])[CH2:10]2)=[CH:7][CH:8]=1 |f:0.1,3.4|. Reported procedure: The free base isolated from 1.55 g. of rac.- 4-(4-chlorophenyl)-1,2,3,4-tetrahydro-7-methoxyisoquinoline hydrochloride is shaken with 1.1 ml. of a 35% formaldehyde solution and the mixture is allowed to stand at room temperature for 2 hours. It is hydrogenated over 1 g. of Raney nickel, filtered from the catalyst, the filtrate is evaporated and the residue is crystallized with ethanolic hydrogen chloride, methanol and ether. Recrystallization from methanol-ether gives rac.-4-(4-chlorophenyl)-1,2... The reactants are CCO, CN(C)C=O, CCOC(=O)c1cc2ccc(Cl)cc2[nH]1, [H-], CI, [Na+]. RXN SMILES: [CH3:20][CH2:21][OH:22].[CH3:23][N:24]([CH3:25])[CH:26]=[O:27].[Cl:3][c:4]1[cH:5][cH:6][c:7]2[cH:8][c:9]([C:13](=[O:14])[O:15][CH2:16][CH3:17])[nH:10][c:11]2[cH:12]1.[H-:1].[I:18][CH3:19].[Na+:2]>>[Cl:3][c:4]1[cH:5][cH:6][c:7]2[cH:8][c:9]([C:13](=[O:14])[O:15][CH2:16][CH3:17])[n:10]([CH3:20])[c:11]2[cH:12]1. Yields the product CCOC(=O)c1cc2ccc(Cl)cc2n1C. The reactants are Cl (hydrochloric acid), [Mg] (magnesium), BrC1=CC=CC=C1 (bromobenzene), Grignard reagent, C1=CC=CC=C1C(=O)OOC(C)(C)C (t-butyl per benzoate). Run in C(C)OCC (ethyl ether), CCOCC (ether). Yields the product 269.2, C(C)(C)(C)OC1=CC=CC=C1 (phenyl t-butyl ether). As a reaction SMILES: [Mg].Br[C:3]1[CH:8]=[CH:7][CH:6]=[CH:5][CH:4]=1.C1C(C(O[O:18][C:19]([CH3:22])([CH3:21])[CH3:20])=O)=CC=CC=1.Cl>CCOCC>[C:19]([O:18][C:3]1[CH:8]=[CH:7][CH:6]=[CH:5][CH:4]=1)([CH3:22])([CH3:21])[CH3:20]. Procedure: In this example, phenyl t-butyl ether is prepared. Grignard reagent, phenyl magnesium bromide, is formed by mixing 100 g magnesium turnings with 607.7 g bromobenzene and 6170 g anhydrus ethyl ether. After formation of the Grignard reagent, t-butyl per benzoate (449 g) in ether is added at 15° C.-25° C. under nitrogen with stirring. Reaction product is shaken with cold, dilute hydrochloric acid, then washed with dilue aqueous sodium hydroxide, and then washed with water. It is then dried and dist... RXN SMILES: [Br:1][C:2]1[C:11]([CH:12]([CH3:14])[CH3:13])=[CH:10][C:9]2[C:4](=[CH:5][CH:6]=[C:7]([O:15][CH3:16])[CH:8]=2)[C:3]=1[OH:17].C(N(C(C)C)CC)(C)C.[CH3:27][O:28][CH2:29]Cl>C1COCC1.C(Cl)Cl.O>[C:3]1(=[O:17])[C:4]2[C:9](=[CH:8][CH:7]=[CH:6][CH:5]=2)[CH2:10][CH2:11][CH2:2]1.[Br:1][C:2]1[C:11]([CH:12]([CH3:13])[CH3:14])=[CH:10][C:9]2[C:4](=[CH:5][CH:6]=[C:7]([O:15][CH3:16])[CH:8]=2)[C:3]=1[O:17][CH2:27][O:28][CH3:29]. Procedure details: 2-Bromo-3-(1-methylethyl)-6-(methyloxy)-1-naphthalenol (69) (0.43 g, 1.45 mmol) was dissolved in THF (6 mL) followed by addition of diisopropylethylamine (1.02 mL, 5.78 mmol). Cooled in an ice bath, chloromethyl methyl ether (0.34 mL, 4.32 mmol) was added. The mixture was stirred at room temperature overnight. Diluted with CH2Cl2 (50 mL) and water (20 mL), and CH2Cl2 layer was separated. The aqueous layer was further extracted with CH2Cl2 (2×25 mL). The organic extracts were combined and washed ... The solvent is C1CCOC1 (THF), C(Cl)Cl (CH2Cl2), O (water), C(Cl)Cl (CH2Cl2). The product is C1(CCCC2=CC=CC=C12)=O (tetralone), BrC1=C(C2=CC=C(C=C2C=C1C(C)C)OC)OCOC (2-Bromo-3-(1-methylethyl)-6-(methyloxy)-1-{[(methyloxy) methyl]oxy}naphthalene). Reaction conditions: time 8 hour. Reactants: BrC1=C(C2=CC=C(C=C2C=C1C(C)C)OC)O (2-Bromo-3-(1-methylethyl)-6-(methyloxy)-1-naphthalenol), COCCl (chloromethyl methyl ether), C(C)(C)N(CC)C(C)C (diisopropylethylamine).